From a dataset of the Open Reaction Database (ORD), a public repository of structured organic reaction records. describe an organic reaction: reactants, conditions, products, and yield The reactants are ClC1=C(CN2C(=C(C3=CC=C(C=C23)C#N)C(C(C)C)=O)CCC)C=CC=C1 (1-(2-chlorobenzyl)-3-isobutyryl-2-propylindole-6-carbonitrile), [BH4-].[Na+] (sodium borohydride). The solvent is CO (methanol), O1CCCC1 (tetrahydrofuran). Reaction conditions: temperature 25 celsius, time 2 hour. The product is ClC1=C(CN2C(=C(C3=CC=C(C=C23)C#N)C(C(C)C)O)CCC)C=CC=C1 (1-(2-chlorobenzyl)-3-(1-hydroxy-2-methylpropyl)-2-propylindole-6-carbonitrile). Isolated yield 39.8%. Reaction SMILES: [Cl:1][C:2]1[CH:27]=[CH:26][CH:25]=[CH:24][C:3]=1[CH2:4][N:5]1[C:13]2[C:8](=[CH:9][CH:10]=[C:11]([C:14]#[N:15])[CH:12]=2)[C:7]([C:16](=[O:20])[CH:17]([CH3:19])[CH3:18])=[C:6]1[CH2:21][CH2:22][CH3:23].[BH4-].[Na+]>CO.O1CCCC1>[Cl:1][C:2]1[CH:27]=[CH:26][CH:25]=[CH:24][C:3]=1[CH2:4][N:5]1[C:13]2[C:8](=[CH:9][CH:10]=[C:11]([C:14]#[N:15])[CH:12]=2)[C:7]([CH:16]([OH:20])[CH:17]([CH3:18])[CH3:19])=[C:6]1[CH2:21][CH2:22][CH3:23] |f:1.2|. Procedure: To a solution of 1-(2-chlorobenzyl)-3-isobutyryl-2-propylindole-6-carbonitrile (70 mg) in a mixture of methanol (2 ml) and tetrahydrofuran (2 ml) was added sodium borohydride (21 mg) at 25° C. After stirred at 25° C. for 2 hours, the reaction mixture was partitioned between ethyl acetate and 1N hydrochloric acid. The organic layer was washed with water and brine, dried over magnesium sulfate, and evaporated in vacuo. The residue was crystallized from diisopropyl ether to give 1-(2-chlorobenzyl)-... The reactants are CC(CCC(C)O)O (2,5-hexanediol), [O-]CCCC.[K+] (potassium butoxide), ClC1=C(C#N)C=CC(=C1)F (2-chloro-4-fluoro-benzonitrile). Run in O1CCCC1 (tetrahydrofuran). The product is ClC1=C(C#N)C=CC(=C1)OC(CCC(C)O)C (2-chloro-4-(4-hydroxy-1-methyl-pentyloxy)-benzonitrile). The yield is 46.6%. As a reaction SMILES: [CH3:1][CH:2]([OH:8])[CH2:3][CH2:4][CH:5]([OH:7])[CH3:6].[O-]CCCC.[K+].[Cl:15][C:16]1[CH:23]=[C:22](F)[CH:21]=[CH:20][C:17]=1[C:18]#[N:19]>O1CCCC1>[Cl:15][C:16]1[CH:23]=[C:22]([O:7][CH:5]([CH3:6])[CH2:4][CH2:3][CH:2]([OH:8])[CH3:1])[CH:21]=[CH:20][C:17]=1[C:18]#[N:19] |f:1.2|. Procedure: To a solution of 2,5-hexanediol (28 mg, 0.240 mmol) in tetrahydrofuran was added an excess of potassium butoxide. The admixture was stirred, briefly, and 2-chloro-4-fluoro-benzonitrile (37 mg, 0.240 mmol) was added. The admixture was stirred at room temperature for 72 hours. Purification by reverse phase high pressure chromatography eluting with a solvent gradient (15% of 0.1% formic acid/CH3CN in 0.1% formic acid/water to 100% of 0.1% formic acid/water) provided 28.4 mg of 2-chloro-4-(4-hydroxy...